describe an organic reaction: reactants, conditions, products, and yield From a dataset of the Open Reaction Database (ORD), a public repository of structured organic reaction records. Reactants: COc1ccc(F)c(-c2ccc(CO)cc2C2CCCCCC2)c1, ClCCl, CN(C)C=O, O=S(Cl)Cl. Yields the product COc1ccc(F)c(-c2ccc(CCl)cc2C2CCCCCC2)c1. Reaction SMILES: [CH:1]1([c:8]2[c:9](-[c:16]3[c:17]([F:24])[cH:18][cH:19][c:20]([O:22][CH3:23])[cH:21]3)[cH:10][cH:11][c:12]([CH2:14][OH:15])[cH:13]2)[CH2:2][CH2:3][CH2:4][CH2:5][CH2:6][CH2:7]1.[Cl:29][CH2:30][Cl:31].[O:32]=[CH:33][N:34]([CH3:35])[CH3:36].[S:25]([Cl:26])([Cl:27])=[O:28]>>[CH:1]1([c:8]2[c:9](-[c:16]3[c:17]([F:24])[cH:18][cH:19][c:20]([O:22][CH3:23])[cH:21]3)[cH:10][cH:11][c:12]([CH2:14][Cl:27])[cH:13]2)[CH2:2][CH2:3][CH2:4][CH2:5][CH2:6][CH2:7]1. The reactants are C(C)(C)(C)OC(=O)N1N=C(C2=C1C=CC=N2)C#CC2=CC(=C(C=C2)Cl)OC2=CC(=CC(=C2)C#N)Cl (tert-butyl-3-{[4-chloro-3-(3-chloro-5-cyanophenoxy)phenyl]ethynyl}-1H-pyrazolo[3,4-]pyridine-1-carboxylate). The reagents and catalysts are [Pd] (Pd on carbon). The solvent is CCO (EtOH). Reaction conditions: time 24 hour. Product: ClC=1C=C(C#N)C=C(C1)OC1=C(C=CC(=C1)CCC1=NNC2=NC=CC=C21)Cl (3-chloro-5-{2-chloro-5-[2-(1H-pyrazolo[3,4-b]pyridin-3-yl)ethyl]phenoxy}benzonitrile). RXN SMILES: C(OC([N:8]1[C:12]2C=CC=N[C:11]=2[C:10]([C:17]#[C:18][C:19]2[CH:24]=[CH:23][C:22]([Cl:25])=[C:21]([O:26][C:27]3[CH:32]=[C:31]([C:33]#[N:34])[CH:30]=[C:29]([Cl:35])[CH:28]=3)[CH:20]=2)=[N:9]1)=O)(C)(C)C>CCO.[Pd]>[Cl:35][C:29]1[CH:30]=[C:31]([CH:32]=[C:27]([O:26][C:21]2[CH:20]=[C:19]([CH2:18][CH2:17][C:10]3[C:11]4[C:12](=[N:8][CH:12]=[CH:11][CH:10]=4)[NH:8][N:9]=3)[CH:24]=[CH:23][C:22]=2[Cl:25])[CH:28]=1)[C:33]#[N:34]. Procedure details: A solution of 250 mg (0.50 mmol) of tert-butyl-3-{[4-chloro-3-(3-chloro-5-cyanophenoxy)phenyl]ethynyl}-1H-pyrazolo[3,4-]pyridine-1-carboxylate in 10 mL of absolute EtOH was hydrogenated at 1 atm pressure (balloon) over 250 mg of 10% Pd on carbon catalyst. After approximately 24 hours, the reaction mixture was filtered through a pad of Celite, and the filtrate concentrated in vacuo to a yellow oil. The crude intermediate oil was dissolved in 1 mL TFA, and the solution stirred at room temperature ... The reactants are CC=1NC(=CN1)[N+](=O)[O-] (2-methyl-5-nitroimidazole), ClCCCO (1-chloro-3-hydroxypropane). The product is OCCCN1C(=NC=C1[N+](=O)[O-])C (1-(3-hydroxypropyl)-2-methyl-5-nitro-1H-imidazole). Reaction SMILES: [CH3:1][C:2]1[NH:3][C:4]([N+:7]([O-:9])=[O:8])=[CH:5][N:6]=1.Cl[CH2:11][CH2:12][CH2:13][OH:14]>>[OH:14][CH2:13][CH2:12][CH2:11][N:3]1[C:4]([N+:7]([O-:9])=[O:8])=[CH:5][N:6]=[C:2]1[CH3:1]. Reported procedure: The reaction mixture of 2-methyl-5-nitroimidazole (127 g, 1.0 mol) and 1-chloro-3-hydroxypropane (500 g, 5.3 mol) will be refluxed for 24 h. Then, the excessive amount of 1-chloro-3-hydroxypropane will be removed via evaporation under a condition of 2660 Pa. To the residue, 200 ml of water will be added. The mixture will be filtered. The filtrate will be collected. The filter residue will be then rinsed with water. The water phases will be combined and alkalified with saturated sodium bicarbonat... Starting materials: ClC=1C=C(C=CC1F)NC1=NC=NC2=CC(=C(C=C12)OCCCN1CC2C(CC1)CCN2C(=O)OC(C)(C)C)OC (tert-butyl 6-(3-((4-((3-chloro-4-fluorophenyl)amino)-7-methoxyquinazolin-6-yl)oxy) propyl)octahydro-1H-pyrrolo[2,3-c]pyridine-1-carboxylate), C(Cl)Cl (CH2Cl2), CO (MeOH), Cl (HCl). The solvent is CCOC(=O)C (EtOAc). Conditions: time 4 hour. The product is ClC=1C=C(C=CC1F)NC1=NC=NC2=CC(=C(C=C12)OCCCN1CC2C(CC1)CCN2)OC (N-(3-chloro-4-fluorophenyl)-6-(3-(hexahydro-1H-pyrrolo[2,3-c]pyridin-6(2H)-yl)propoxy)-7-methoxyquinazolin-4-amine). Yield: 124.8%. Reaction SMILES: [Cl:1][C:2]1[CH:3]=[C:4]([NH:9][C:10]2[C:19]3[C:14](=[CH:15][C:16]([O:40][CH3:41])=[C:17]([O:20][CH2:21][CH2:22][CH2:23][N:24]4[CH2:29][CH2:28][CH:27]5[CH2:30][CH2:31][N:32](C(OC(C)(C)C)=O)[CH:26]5[CH2:25]4)[CH:18]=3)[N:13]=[CH:12][N:11]=2)[CH:5]=[CH:6][C:7]=1[F:8].C(Cl)Cl.CO.Cl>CCOC(C)=O>[Cl:1][C:2]1[CH:3]=[C:4]([NH:9][C:10]2[C:19]3[C:14](=[CH:15][C:16]([O:40][CH3:41])=[C:17]([O:20][CH2:21][CH2:22][CH2:23][N:24]4[CH2:29][CH2:28][CH:27]5[CH2:30][CH2:31][NH:32][CH:26]5[CH2:25]4)[CH:18]=3)[N:13]=[CH:12][N:11]=2)[CH:5]=[CH:6][C:7]=1[F:8]. Procedure details: To a solution of tert-butyl 6-(3-((4-((3-chloro-4-fluorophenyl)amino)-7-methoxyquinazolin-6-yl)oxy) propyl)octahydro-1H-pyrrolo[2,3-c]pyridine-1-carboxylate (1.16 g) in the mixture solvent of CH2Cl2 and MeOH was added a solution of HCl in EtOAc (30 mL). The reaction mixture was stirred at room temperature for 4 h, and filtered to give the title compound as a solid (1.20 g, 100%), HPLC: 99.69%. The compound was characterized by the following spectroscopic data: MS (ESI, pos. ion) m/z: 486.2 (M+1)... Reactants: Cl, O=C1Nc2c(F)cccc2C1=O, [Na+], [OH-], O, OO. The product is Nc1c(F)cccc1C(=O)O. RXN SMILES: [ClH:17].[F:1][c:2]1[cH:3][cH:4][cH:5][c:6]2[c:10]1[NH:9][C:8](=[O:11])[C:7]2=[O:12].[Na+:14].[OH-:13].[OH2:18].[OH:15][OH:16]>>[F:1][c:2]1[cH:3][cH:4][cH:5][c:6]([C:7]([OH:12])=[O:13])[c:10]1[NH2:9]. The reactants are ClC=1N=C(C2=C(N1)SC(=C2)CN2CCN(CC2)S(=O)(=O)C)N2CCOCC2 (4-(2-chloro-6-((4-(methylsulfonyl)piperazin-1-yl)methyl)thieno[2,3-d]pyrimidin-4-yl)morpholine), ClC=1N=C(C2=C(N1)SC=C2)N2CCOCC2 (4-(2-chlorothieno[2,3-d]pyrimidin-4-yl)morpholine), [Li]CCCC (n-BuLi), hexanes, CN(C)C=O (DMF). Solvent: C1CCOC1 (THF). Run at temperature -60 celsius. The product is ClC=1N=C(C2=C(N1)SC(=C2)C=O)N2CCOCC2 (2-chloro-4-morpholinothieno[2,3-d]pyrimidine-6-carbaldehyde). RXN SMILES: [Cl:1][C:2]1[N:3]=[C:4]([N:22]2[CH2:27][CH2:26][O:25][CH2:24][CH2:23]2)[C:5]2[CH:10]=[C:9]([CH2:11]N3CCN(S(C)(=O)=O)CC3)[S:8][C:6]=2[N:7]=1.ClC1N=C(N2CC[O:41]CC2)C2C=CSC=2N=1.[Li]CCCC.CN(C=O)C>C1COCC1>[Cl:1][C:2]1[N:3]=[C:4]([N:22]2[CH2:27][CH2:26][O:25][CH2:24][CH2:23]2)[C:5]2[CH:10]=[C:9]([CH:11]=[O:41])[S:8][C:6]=2[N:7]=1. Reported procedure: Scheme 7 shows the synthesis of 4-(2-chloro-6-((4-(methylsulfonyl)piperazin-1-yl)methyl)thieno[2,3-d]pyrimidin-4-yl)morpholine 20 by formylation of 4-(2-chlorothieno[2,3-d]pyrimidin-4-yl)morpholine 18 in THF at −78° C. with n-BuLi in hexanes (1.2 equiv.). The resulting slurry was allowed to warm up to −60° C., cooled to −78° C. and DMF (1.5 equiv.) was added slowly to afford 2-chloro-4-morpholinothieno[2,3-d]pyrimidine-6-carbaldehyde 19. To a suspension of 19, 4-(methylsulfonyl)piperazin-1-ium c... The reactants are C(#N)C1=CC(=C(C=C1)C1C(=C(NC=2C=C(NC(C12)=O)C)C)C#N)OC (4-(4-cyano-2-methoxyphenyl)-2,7-dimethyl-5-oxo-1,4,5,6-tetrahydro-1,6-naphthyridine-3-carbonitrile), C(OCC)(OCC)OCC (triethyl orthoformate). Reagents/catalysts: S(O)(O)(=O)=O (sulfuric acid). Conditions: temperature 130 celsius. The product is C(#N)C1=CC(=C(C=C1)C1C(=C(NC2=CC(=NC(=C12)OCC)C)C)C#N)OC (4-(4-Cyano-2-methoxyphenyl)-5-ethoxy-2,7-dimethyl-1,4-dihydro-1,6-naphthyridine-3-carbonitrile). RXN SMILES: [C:1]([C:3]1[CH:8]=[CH:7][C:6]([CH:9]2[C:18]3[C:17](=[O:19])[NH:16][C:15]([CH3:20])=[CH:14][C:13]=3[NH:12][C:11]([CH3:21])=[C:10]2[C:22]#[N:23])=[C:5]([O:24][CH3:25])[CH:4]=1)#[N:2].C(OCC)(OCC)O[CH2:28][CH3:29]>S(=O)(=O)(O)O>[C:1]([C:3]1[CH:8]=[CH:7][C:6]([CH:9]2[C:18]3[C:13](=[CH:14][C:15]([CH3:20])=[N:16][C:17]=3[O:19][CH2:28][CH3:29])[NH:12][C:11]([CH3:21])=[C:10]2[C:22]#[N:23])=[C:5]([O:24][CH3:25])[CH:4]=1)#[N:2]. Reported procedure: 1920 mg (5.77 mmol) of 4-(4-cyano-2-methoxyphenyl)-2,7-dimethyl-5-oxo-1,4,5,6-tetrahydro-1,6-naphthyridine-3-carbonitrile are suspended in 40 ml (240 mmol) of anhydrous triethyl orthoformate. The reaction mixture is heated to 130° C. Then 10 drops of concentrated sulfuric acid are added each hour. After complete reaction has been detected (analytical HPLC; reaction time about 36 h), the reaction mixture is cooled to room temperature, and the volatile components are removed in a rotary evaporator... The product is ClC=1C=C(CN2C(=NC3=C2C=C(C=C3)C(=O)OCC)CCC)C=CC1 (1-(3-Chlorobenzyl)-6-Ethoxycarbonyl-2-n-Propylbenzimidazole). Procedure details: By using the method of example 47, part A, a preliminarily purified material of 3-[N-(3-chlorobenzyl)butyrylamino]-4-nitro-ethylbenzoate isobtained from 3-butyrylamino-4-nitro-ethylbenzoate (1.86 g) and 3-chlorobenzyl bromide (1.64 g). Without purification, this material is changed to 1-(3-chlorobenzyl)-6-ethoxycarbonyl-2-n-propylbenzimidazole (0.57 g) by using the method of example 47, parts B and C. 1H-NMR CDCl3, δ): 1.02 (3H, t, J=7.4 Hz), 1.39 (3H, t, J=7.1 Hz), 1.85-1.92 (2H, m), 2.80 (2H, ... Starting materials: ClC=1C=C(CCCCC(=O)NC=2C(=C(C(=O)[O-])C=CC2[N+](=O)[O-])CC)C=CC1 (3-[N-(3-chlorobenzyl)butyrylamino]-4-nitro-ethylbenzoate), C(CCC)(=O)NC=1C(=C(C(=O)[O-])C=CC1[N+](=O)[O-])CC (3-butyrylamino-4-nitro-ethylbenzoate), ClC=1C=C(CBr)C=CC1 (3-chlorobenzyl bromide). Reaction SMILES: [Cl:1][C:2]1[CH:3]=[C:4]([CH:26]=[CH:27][CH:28]=1)[CH2:5]CCCC(NC1C(CC)=C(C=CC=1[N+]([O-])=O)C([O-])=O)=O.[C:29]([NH:34][C:35]1[C:36](CC)=[C:37]([CH:41]=[CH:42][C:43]=1[N+:44]([O-])=O)[C:38]([O-:40])=[O:39])(=O)[CH2:30][CH2:31][CH3:32].Cl[C:50]1C=C(C=C[CH:57]=1)CBr>>[Cl:1][C:2]1[CH:3]=[C:4]([CH:26]=[CH:27][CH:28]=1)[CH2:5][N:34]1[C:35]2[CH:36]=[C:37]([C:38]([O:40][CH2:50][CH3:57])=[O:39])[CH:41]=[CH:42][C:43]=2[N:44]=[C:29]1[CH2:30][CH2:31][CH3:32]. The reactants are [H-].[Na+] (sodium hydride), C(C)(=O)OC=1C(=CC2=C(CC(O2)(C)CI)C1C(C)(C)C)C(C)(C)C (5-acetoxy-4,6-di-t-butyl-2-iodomethyl-2-methyl-2,3-dihydrobenzofuran), [Cl-].[NH4+] (ammonium chloride), [N+](=O)([O-])C1=CC=C(C=C1)O (4-nitrophenol), ice. Run in CN(C=O)C (N,N-dimethylformamide), CN(C=O)C (N,N-dimethylformamide), CN(C=O)C (N,N-dimethylformamide). Reaction conditions: time 1 hour. The product is C(C)(=O)OC=1C(=CC2=C(CC(O2)(COC2=CC=C(C=C2)[N+](=O)[O-])C)C1C(C)(C)C)C(C)(C)C (5-acetoxy-4,6-di-t-butyl-2-methyl-2-(4-nitrophenoxymethyl)-2,3-dihydrobenzofuran). Yield: 64.1%. Reaction SMILES: [N+:1]([C:4]1[CH:9]=[CH:8][C:7]([OH:10])=[CH:6][CH:5]=1)([O-:3])=[O:2].[H-].[Na+].[C:13]([O:16][C:17]1[C:18]([C:33]([CH3:36])([CH3:35])[CH3:34])=[CH:19][C:20]2[O:24][C:23]([CH2:26]I)([CH3:25])[CH2:22][C:21]=2[C:28]=1[C:29]([CH3:32])([CH3:31])[CH3:30])(=[O:15])[CH3:14].[Cl-].[NH4+]>CN(C)C=O>[C:13]([O:16][C:17]1[C:18]([C:33]([CH3:36])([CH3:35])[CH3:34])=[CH:19][C:20]2[O:24][C:23]([CH3:25])([CH2:26][O:10][C:7]3[CH:8]=[CH:9][C:4]([N+:1]([O-:3])=[O:2])=[CH:5][CH:6]=3)[CH2:22][C:21]=2[C:28]=1[C:29]([CH3:32])([CH3:31])[CH3:30])(=[O:15])[CH3:14] |f:1.2,4.5|. Procedure details: Under a nitrogen atmosphere, a solution of 3.76 g of 4-nitrophenol in 25 ml of N,N-dimethylformamide was added dropwise to an ice-cooled suspension of 1.08 g of 60% oily sodium hydride in 50 ml of N,N-dimethylformamide, and the mixture was stirred at room temperature for 1 hour. Then, the reaction solution was cooled to 0° C. and a solution of 10 g of 5-acetoxy-4,6-di-t-butyl-2-iodomethyl-2-methyl-2,3-dihydrobenzofuran synthesized in Example 70-2) in 25 ml of N,N-dimethylformamide was added drop... The reactants are BrC1=CC=C2C(CCSC2=C1)=O (7-bromo-2,3-dihydro-4H-thiochromen-4-one), C(C)[SiH](CC)CC (triethylsilane), O (Water). Run in FC(C(=O)O)(F)F (trifluoroacetic acid). Product: BrC1=CC=C2CCCSC2=C1 (7-Bromothiochromane). Yield: 100.4%. Reaction SMILES: [Br:1][C:2]1[CH:11]=[C:10]2[C:5]([C:6](=O)[CH2:7][CH2:8][S:9]2)=[CH:4][CH:3]=1.C([SiH](CC)CC)C.O>FC(F)(F)C(O)=O>[Br:1][C:2]1[CH:11]=[C:10]2[C:5]([CH2:6][CH2:7][CH2:8][S:9]2)=[CH:4][CH:3]=1. Reported procedure: A solution of 7-bromo-2,3-dihydro-4H-thiochromen-4-one (1 g) in trifluoroacetic acid (12 ml) was treated with triethylsilane (1.48 ml) and the mixture was stirred at reflux for 4 h. Water was added and the mixture extracted with ethyl acetate. The organic solution was washed with brine, dried (Na2SO4) and evaporated. The residue was purified by chromatography on a Biotage cartridge (40 g) eluting with petrol-diethyl ether (10:1) to give the title compound (946 mg). LCMS RT=3.71 min